Dataset: the Open Reaction Database (ORD), a public repository of structured organic reaction records. Task: describe an organic reaction: reactants, conditions, products, and yield The reactants are ClCCl.CO (dichloromethane methanol), [OH-].[K+] (potassium hydroxide), C(C)OC(=O)N1CCN(CCC1)C1=NC2=C(N1CCOCC)C=CC=C2 (1-ethoxycarbonyl-4-(1-(2-ethoxyethyl)-1H-benzimidazol-2-yl)[1,4]diazepane), O.NN (hydrazine hydrate). Solvent: C(CO)O (ethylene glycol), O (water). Run at time 5 hour. Product: C(C)OCCN1C(=NC2=C1C=CC=C2)N2CCNCCC2 (4-(1-(2-ethoxyethyl)-1H-benzimidazol-2-yl)[1,4]diazepane). Reaction SMILES: ClCCl.CO.C(OC([N:11]1[CH2:17][CH2:16][CH2:15][N:14]([C:18]2[N:22]([CH2:23][CH2:24][O:25][CH2:26][CH3:27])[C:21]3[CH:28]=[CH:29][CH:30]=[CH:31][C:20]=3[N:19]=2)[CH2:13][CH2:12]1)=O)C.O.NN.[OH-].[K+]>C(O)CO.O>[CH2:26]([O:25][CH2:24][CH2:23][N:22]1[C:21]2[CH:28]=[CH:29][CH:30]=[CH:31][C:20]=2[N:19]=[C:18]1[N:14]1[CH2:15][CH2:16][CH2:17][NH:11][CH2:12][CH2:13]1)[CH3:27] |f:0.1,3.4,5.6|. Reported procedure: Combine 1-methyl-4-(1-(2-ethoxyethyl)-1H-benzimidazol-2-yl)[1,4]diazepane (1.79 g, 5.9 mmol) and ethyl chloroformate (0.75 mL, 7.8 mmol) in toluene (20 mL). Heat to 80° C. After 2 hours, cool the reaction mixture and dilute with ethyl acetate. Extract with a saturated aqueous sodium bicarbonate solution, dry the organic layer over MgSO4, filter, and evaporate in vacuo to give 1-ethoxycarbonyl-4-(1-(2-ethoxyethyl)-1H-benzimidazol-2-yl)[1,4]diazepane: Rf =0.87 (silica gel, dichloromethane/methanol... Reactants: OC(CNC(OCC1=CC=CC=C1)=O)(C=1C=C(C=CC1)C)C=1C=C(C=CC1)C (Benzyl 2-hydroxy-2,2-dim-tolylethylcarbamate). The reagents and catalysts are [Pd] (Pd/C). The solvent is C(C)O (ethanol). Run at time 8 hour. Product: NCC(O)(C=1C=C(C=CC1)C)C=1C=C(C=CC1)C (2-amino-1,1-dim-tolylethanol). Yield: 59.9%. As a reaction SMILES: [OH:1][C:2]([C:22]1[CH:23]=[C:24]([CH3:28])[CH:25]=[CH:26][CH:27]=1)([C:15]1[CH:16]=[C:17]([CH3:21])[CH:18]=[CH:19][CH:20]=1)[CH2:3][NH:4]C(=O)OCC1C=CC=CC=1>C(O)C.[Pd]>[NH2:4][CH2:3][C:2]([C:22]1[CH:23]=[C:24]([CH3:28])[CH:25]=[CH:26][CH:27]=1)([C:15]1[CH:16]=[C:17]([CH3:21])[CH:18]=[CH:19][CH:20]=1)[OH:1]. Procedure: Benzyl 2-hydroxy-2,2-dim-tolylethylcarbamate (0.309 g, 0.823 mmol) was dissolved in ethanol (6 mL) and treated with 5% Pd/C (˜20 mgs). The reaction was stirred overnight under a hydrogen atmosphere (balloon). The reaction was filtered and the residue was purified on Biotage chromatography (10% to 60% methanol/dichloromethane) to give the title material (0.119 g, 60%) as an oil. 1H NMR (400 MHz, DMSO-d6) δ: 2.24 (6H, s), 3.16 (2H, ddd, J=3.16, 1.77 and 1.64 Hz), 4.27 (2H, s), 6.96 (2H, d, J=7.07 ... Starting materials: C(C)OC(=O)N=C1SC=CN1C1=CC(=CC=C1)C(F)(F)F (2-ethoxycarbonylimino-3-(3-trifluoromethylphenyl)thiazoline), IN1C(CCC1=O)=O (N-iodosuccinimide). Run in C(Cl)(Cl)Cl (chloroform). Yields the product C(C)OC(=O)N=C1SC(=CN1C1=CC(=CC=C1)C(F)(F)F)I (2-ethoxycarbonylimino-3-(3-tri-fluoromethylphenyl)-5-iodothiazoline). Yield: 14.3%. Reaction SMILES: [CH2:1]([O:3][C:4]([N:6]=[C:7]1[N:11]([C:12]2[CH:17]=[CH:16][CH:15]=[C:14]([C:18]([F:21])([F:20])[F:19])[CH:13]=2)[CH:10]=[CH:9][S:8]1)=[O:5])[CH3:2].[I:22]N1C(=O)CCC1=O>C(Cl)(Cl)Cl>[CH2:1]([O:3][C:4]([N:6]=[C:7]1[N:11]([C:12]2[CH:17]=[CH:16][CH:15]=[C:14]([C:18]([F:20])([F:21])[F:19])[CH:13]=2)[CH:10]=[C:9]([I:22])[S:8]1)=[O:5])[CH3:2]. Procedure: A solution of 2-ethoxycarbonylimino-3-(3-trifluoromethylphenyl)thiazoline (0.5 g) and N-iodosuccinimide (0.4 g) in chloroform (30 ml) was refluxed for 20 hours. After cooling, the reaction mixture was washed with an aqueous sodium sulfite solution and dried over anhydrous magnesium sulfate. The solvent was removed under reduced pressure, and the residue was subjected to column chromatography to give 0.1 g of 2-ethoxycarbonylimino-3-(3-tri-fluoromethylphenyl)-5-iodothiazoline (Compound No. 42). The reactants are Brc1ccc(CC2CCNCC2)cc1, C=O, O=CO. Yields the product CN1CCC(Cc2ccc(Br)cc2)CC1. As a reaction SMILES: [Br:1][c:2]1[cH:3][cH:4][c:5]([CH2:6][CH:7]2[CH2:8][CH2:9][NH:10][CH2:11][CH2:12]2)[cH:13][cH:14]1.[CH2:15]=[O:16].[CH:17]([OH:18])=[O:19]>>[Br:1][c:2]1[cH:3][cH:4][c:5]([CH2:6][CH:7]2[CH2:8][CH2:9][N:10]([CH3:15])[CH2:11][CH2:12]2)[cH:13][cH:14]1. Starting materials: CO, Cl, O=C(NOC1CCCCO1)c1ccc2c(c1)CCN(C(=O)C1CCOC1)C2. The product is O=C(NO)c1ccc2c(c1)CCN(C(=O)C1CCOC1)C2. RXN SMILES: [CH3:29][OH:30].[ClH:28].[O:1]1[CH2:2][CH:3]([C:6](=[O:7])[N:8]2[CH2:9][c:10]3[cH:11][cH:12][c:13]([C:18](=[O:19])[NH:20][O:21][CH:22]4[CH2:23][CH2:24][CH2:25][CH2:26][O:27]4)[cH:14][c:15]3[CH2:16][CH2:17]2)[CH2:4][CH2:5]1>>[O:1]1[CH2:2][CH:3]([C:6](=[O:7])[N:8]2[CH2:9][c:10]3[cH:11][cH:12][c:13]([C:18](=[O:19])[NH:20][OH:21])[cH:14][c:15]3[CH2:16][CH2:17]2)[CH2:4][CH2:5]1.